This data is from the Open Reaction Database (ORD), a public repository of structured organic reaction records. The task is: describe an organic reaction: reactants, conditions, products, and yield The reactants are CN[C@@H]1C[C@H]2O[C@@](C)([C@@H]1OC)n1c3ccccc3c3c4c(c5c6ccccc6n2c5c31)C(=O)NC4 (staurosporine), COc1cccc(C=O)c1. Reagents/catalysts: CC(C)[O-].CC(C)[O-].CC(C)[O-].CC(C)[O-].[Ti+4] (Ti(OiPr)4), CC(=O)O (acetic acid), CC(=O)O[BH-](OC(C)=O)OC(C)=O.[Na+] (Sodium triacetoxyborohydride). The solvent is CN1CCCC1=O (NMP), CN1CCCC1=O (NMP), CN1CCCC1=O (NMP), CN1CCCC1=O (NMP), CN1CCCC1=O (NMP), CN1CCCC1=O (NMP), CN1CCCC1=O (NMP). Reaction conditions: temperature 22 celsius, time 18 hour. The product is CO[C@@H]1[C@@H](C[C@H]2O[C@]1(C)n3c4ccccc4c5c6CNC(=O)c6c7c8ccccc8n2c7c35)N(C)Cc9cccc(OC)c9, CN[C@@H]1C[C@H]2O[C@@](C)([C@@H]1OC)n1c3ccccc3c3c4c(c5c6ccccc6n2c5c31)C(=O)NC4 (Staurosporine), COc1cccc(C=O)c1. The reactants are C(=C)[Si](C=C)(C=C)C=C (tetravinylsilane), C[SiH](O[SiH](C)C)C (1,1,3,3-tetramethyldisiloxane). Reagents/catalysts: [Pt].C(=C)C(C=C)[SiH2]O[SiH3] (platinum divinylmethyldisiloxane). Conditions: temperature 70 celsius. Product: C(=C)[Si](CC[Si](O[Si](C)(C)CC[Si](C=C)(C=C)C=C)(C)C)(C=C)C=C (1,3-Di-[2-(trivinylsilyl)ethyl]-1,1,3,3-tetramethyldisiloxane). The yield is 28.8%. Reaction SMILES: [CH:1]([Si:3]([CH:8]=[CH2:9])([CH:6]=[CH2:7])[CH:4]=[CH2:5])=[CH2:2].[CH3:10][SiH:11]([CH3:16])[O:12][SiH:13]([CH3:15])[CH3:14]>[Pt].C(C([SiH2]O[SiH3])C=C)=C>[CH:1]([Si:3]([CH:8]=[CH2:9])([CH:6]=[CH2:7])[CH2:4][CH2:5][Si:11]([CH3:16])([CH3:10])[O:12][Si:13]([CH2:9][CH2:8][Si:3]([CH:6]=[CH2:7])([CH:4]=[CH2:5])[CH:1]=[CH2:2])([CH3:15])[CH3:14])=[CH2:2] |f:2.3|. Procedure details: To the 25 ml round bottomed flask equipped with a reflex condenser was charged 10.17 g of tetravinylsilane (75 mmol), 1 g of 1,1,3,3-tetramethyldisiloxane (7.5 mmol) and 10 μL of platinum-divinylmethyldisiloxane (5% Pt). The mixture was stirred and heated at 70° C. until it turned light yellow. (Scheme 5). From this mixture, 0.88 g (29% yield) of 1,3-di-[2-(trivinylsilyl)ethyl]-1,1,3,3-tetramethyldisiloxane (7) was isolated by distillation at 115° C. and 0.1 mm Hg. 1H NMR 300 MHz, CDCl3 :δ 6.22*... Reactants: CCO, C=Cc1c(C(=O)NC2CCCC2)noc1-c1ccc(C(F)(F)F)cc1. The product is CCc1c(C(=O)NC2CCCC2)noc1-c1ccc(C(F)(F)F)cc1. RXN SMILES: [CH3:26][CH2:27][OH:28].[CH:1]1([NH:6][C:7](=[O:8])[c:9]2[n:10][o:11][c:12](-[c:16]3[cH:17][cH:18][c:19]([C:22]([F:23])([F:24])[F:25])[cH:20][cH:21]3)[c:13]2[CH:14]=[CH2:15])[CH2:2][CH2:3][CH2:4][CH2:5]1>>[CH:1]1([NH:6][C:7](=[O:8])[c:9]2[n:10][o:11][c:12](-[c:16]3[cH:17][cH:18][c:19]([C:22]([F:23])([F:24])[F:25])[cH:20][cH:21]3)[c:13]2[CH2:14][CH3:15])[CH2:2][CH2:3][CH2:4][CH2:5]1. The reactants are [H-].[Na+] (sodium hydride), BrC(C(=O)OCC)(C)C (ethyl 2-bromoisobutyrate), C1(=CC=CC=C1)C(OC1CCN(CC1)CCCOC=1C=CC=2N(N1)C(NN2)=O)C2=CC=CC=C2 (6-[3-[4-(diphenylmethoxy)piperidino]propoxy][1,2,4]triazolo[4,3-b]pyridazin-3(2H)-one), [H-].[Na+] (sodium hydride), BrC(C(=O)OCC)(C)C (ethyl 2-bromoisobutyrate), ice water. Solvent: CN(C=O)C (N,N-dimethylformamide). Conditions: time 30 minute. Product: C1(=CC=CC=C1)C(OC1CCN(CC1)CCCOC=1C=CC=2N(N1)C(N(N2)C(C(=O)OCC)(C)C)=O)C2=CC=CC=C2 (ethyl 2-[6-[3-[4-(diphenylmethoxy)piperidino]propoxy]-3-oxo[1,2,4]triazolo[4,3-b]pyridazin-2(3H)-yl]-2-methylpropionate). Reaction SMILES: [C:1]1([CH:7]([C:29]2[CH:34]=[CH:33][CH:32]=[CH:31][CH:30]=2)[O:8][CH:9]2[CH2:14][CH2:13][N:12]([CH2:15][CH2:16][CH2:17][O:18][C:19]3[CH:20]=[CH:21][C:22]4[N:23]([C:25](=[O:28])[NH:26][N:27]=4)[N:24]=3)[CH2:11][CH2:10]2)[CH:6]=[CH:5][CH:4]=[CH:3][CH:2]=1.[H-].[Na+].Br[C:38]([CH3:45])([CH3:44])[C:39]([O:41][CH2:42][CH3:43])=[O:40]>CN(C)C=O>[C:29]1([CH:7]([C:1]2[CH:6]=[CH:5][CH:4]=[CH:3][CH:2]=2)[O:8][CH:9]2[CH2:10][CH2:11][N:12]([CH2:15][CH2:16][CH2:17][O:18][C:19]3[CH:20]=[CH:21][C:22]4[N:23]([C:25](=[O:28])[N:26]([C:38]([CH3:45])([CH3:44])[C:39]([O:41][CH2:42][CH3:43])=[O:40])[N:27]=4)[N:24]=3)[CH2:13][CH2:14]2)[CH:34]=[CH:33][CH:32]=[CH:31][CH:30]=1 |f:1.2|. Procedure: 0.459 g of 6-[3-[4-(diphenylmethoxy)piperidino]propoxy][1,2,4]triazolo[4,3-b]pyridazin-3(2H)-one was suspended in 6 ml of N,N-dimethylformamide; 0.048 g of 60% oily sodium hydride was added, followed by stirring at room temperature for 30 minutes. 0.294 ml of ethyl 2-bromoisobutyrate was added, followed by stirring in an oil bath (bath temperature 110° C.) for 4 hours. After cooling, 0.048 g of 60% oily sodium hydride and 0.294 ml of ethyl 2-bromoisobutyrate were added, followed.by stirring in a... Starting materials: C(C)(C)(C)N=C=S (t-Butyl isothiocyanate), C1(CC1)N (cyclopropylamine), C1(=CC=CC=C1)C (toluene). Conditions: time 8 hour. The product is C1(CC1)N(C(=S)N)CCCC (N-cyclopropyl-N-butyl thiourea). Reaction SMILES: [C:1]([N:5]=[C:6]=[S:7])([CH3:4])([CH3:3])C.C1([NH2:11])CC1.[C:12]1(C)C=C[CH:15]=[CH:14][CH:13]=1>>[CH:1]1([N:5]([CH2:12][CH2:13][CH2:14][CH3:15])[C:6]([NH2:11])=[S:7])[CH2:3][CH2:4]1. Procedure: t-Butyl isothiocyanate (11.6 ml, 0.1 mol) and cyclopropylamine (6.9 ml, 0.1 mol) were mixed in toluene (200 ml) and stirred at room temperature overnight. The resulting mixture was evaporated to a residue and crystallized from cyclohexane to yield N-cyclopropyl-N-butyl thiourea. N-cyclopropyl-N-t-butyl thiourea (5 g) was suspended in 5M HCl (50 ml) and heated to 80° C. for 10 minutes. The resulting solution was cooled, poured into a saturated sodium bicarbonate (250 ml), and extracted with ethyl... Starting materials: BrC=1C=C2C(=NC1)C=CN2OC(C)C2=C(C(=CC=C2Cl)F)Cl (6-bromo-1-[1-(2,6-dichloro-3-fluorophenyl)ethoxy]-1H-pyrrolo[3,2-b]pyridine), C1(CC1)NC(=O)C1=CC=C(C=C1)B(O)O ([4-(cyclopropylcarbamoyl)phenyl]boronic acid). Product: C1(CC1)NC(C1=CC=C(C=C1)C=1C=C2C(=NC1)C=CN2OC(C)C2=C(C(=CC=C2Cl)F)Cl)=O (N-cyclopropyl-4-{1-[1-(2,6-dichloro-3-fluorophenyl)ethoxy]-1H-pyrrolo[3,2-b]pyridin-6-yl}benzamide). Reaction SMILES: Br[C:2]1[CH:3]=[C:4]2[N:10]([O:11][CH:12]([C:14]3[C:19]([Cl:20])=[CH:18][CH:17]=[C:16]([F:21])[C:15]=3[Cl:22])[CH3:13])[CH:9]=[CH:8][C:5]2=[N:6][CH:7]=1.[CH:23]1([NH:26][C:27]([C:29]2[CH:34]=[CH:33][C:32](B(O)O)=[CH:31][CH:30]=2)=[O:28])[CH2:25][CH2:24]1>>[CH:23]1([NH:26][C:27](=[O:28])[C:29]2[CH:34]=[CH:33][C:32]([C:2]3[CH:3]=[C:4]4[N:10]([O:11][CH:12]([C:14]5[C:19]([Cl:20])=[CH:18][CH:17]=[C:16]([F:21])[C:15]=5[Cl:22])[CH3:13])[CH:9]=[CH:8][C:5]4=[N:6][CH:7]=3)=[CH:31][CH:30]=2)[CH2:24][CH2:25]1. Reported procedure: The entitled compound was prepared from 6-bromo-1-[1-(2,6-dichloro-3-fluorophenyl)ethoxy]-1H-pyrrolo[3,2-b]pyridine and [4-(cyclopropylcarbamoyl)phenyl]boronic acid according to the procedure described in example 4. The reactants are C(C)(C)(C)OC(NC1=C(C2=C(S1)C=C(C=C2)C2=CC=C(C=C2)F)C(N)=O)=O ([3-Carbamoyl-6-(4-fluoro-phenyl)-benzo[b]thiophene-2-yl]-carbamic Acid Tert-butyl Ester), FC(C(=O)O)(F)F (trifluoroacetic acid), resultant solution, C(=O)(O)[O-].[Na+] (NaHCO3). Solvent: C(Cl)Cl (CH2Cl2). The product is hexanes ethyl acetate, NC1=C(C2=C(S1)C=C(C=C2)C2=CC=C(C=C2)F)C(=O)N (2-Amino-6-(4-fluoro-phenyl)-benzo[b]thiophene-3-carboxylic Acid Amide). Yield: 54.8%. RXN SMILES: C(OC(=O)[NH:7][C:8]1[S:12][C:11]2[CH:13]=[C:14]([C:17]3[CH:22]=[CH:21][C:20]([F:23])=[CH:19][CH:18]=3)[CH:15]=[CH:16][C:10]=2[C:9]=1[C:24](=[O:26])[NH2:25])(C)(C)C.FC(F)(F)C(O)=O.C([O-])(O)=O.[Na+]>C(Cl)Cl>[NH2:7][C:8]1[S:12][C:11]2[CH:13]=[C:14]([C:17]3[CH:18]=[CH:19][C:20]([F:23])=[CH:21][CH:22]=3)[CH:15]=[CH:16][C:10]=2[C:9]=1[C:24]([NH2:25])=[O:26] |f:2.3|. Procedure details: A solution of 1h (20 mg, 0.051 mmol) in CH2Cl2 (5 mL) was mixed with trifluoroacetic acid (0.5 mL). The resultant solution was stirred at room temperature for 1 h, then mixed with saturated NaHCO3 solution (30 mL), and extracted with ethyl acetate (30 mL, 3×). The combined organic phases were dried over MgSO4, filtered, and concentrated. Flash chromatography (hexanes/ethyl acetate, 1:1) provided the title compound (8 mg, 55%) as a white solid: MS (ES) m/z 287 (M+H)+; 1H NMR (400 MHz, CD3OD) δ7.7... The reactants are CO, Cl, COCc1c(-c2ccccc2)sc2c(C(O)c3ccccc3)nccc12. The product is Oc1c(-c2ccccc2)sc2c(C(O)c3ccccc3)nccc12. As a reaction SMILES: [CH3:27][OH:28].[ClH:29].[OH:1][CH:2]([c:3]1[n:4][cH:5][cH:6][c:7]2[c:8]1[s:9][c:10](-[c:15]1[cH:16][cH:17][cH:18][cH:19][cH:20]1)[c:11]2[CH2:12][O:13][CH3:14])[c:21]1[cH:22][cH:23][cH:24][cH:25][cH:26]1>>[OH:1][CH:2]([c:3]1[n:4][cH:5][cH:6][c:7]2[c:8]1[s:9][c:10](-[c:15]1[cH:16][cH:17][cH:18][cH:19][cH:20]1)[c:11]2[OH:28])[c:21]1[cH:22][cH:23][cH:24][cH:25][cH:26]1.